From a dataset of the Open Reaction Database (ORD), a public repository of structured organic reaction records. describe an organic reaction: reactants, conditions, products, and yield Run at temperature 20 celsius, time 2 hour. Starting materials: OC1=C(C=O)C=CC=C1C (2-Hydroxy-3-methylbenzaldehyde), C([O-])([O-])=O.[K+].[K+] (potassium carbonate), C(C1=CC=CC=C1)Br (benzyl bromide). Procedure details: 2-Hydroxy-3-methylbenzaldehyde 20.0 g (147 mmol) prepared by the above 1-(1) was dissolved in dimethylformamide (DMF) (100 ml) and to the solution was added potassium carbonate 31.0 g (221 mmol) and thereto was dropped benzyl bromide 25.0 g (147 mmol). The reaction mixture was stirred for 2 hours at 20° C. After disappearance of the raw material, the reaction mixture was filtrated and the solvent was removed in vacuo and the residue was purified in the same manner as in the above 2-(1) to give 2... Solvent: CN(C=O)C (dimethylformamide). Yield: 72.8%. As a reaction SMILES: [OH:1][C:2]1[C:9]([CH3:10])=[CH:8][CH:7]=[CH:6][C:3]=1[CH:4]=[O:5].C(=O)([O-])[O-].[K+].[K+].[CH2:17](Br)[C:18]1[CH:23]=[CH:22][CH:21]=[CH:20][CH:19]=1>CN(C)C=O>[CH2:17]([O:1][C:2]1[C:9]([CH3:10])=[CH:8][CH:7]=[CH:6][C:3]=1[CH:4]=[O:5])[C:18]1[CH:23]=[CH:22][CH:21]=[CH:20][CH:19]=1 |f:1.2.3|. The product is C(C1=CC=CC=C1)OC1=C(C=O)C=CC=C1C (2-benzyloxy-3-methylbenzaldehyde). Reactants: Oc1cncc(Br)c1, O=C([O-])[O-], CS(=O)(=O)Cl, CC(C)=O, [K+], [K+]. The product is CS(=O)(=O)Oc1cncc(Br)c1. RXN SMILES: [Br:1][c:2]1[cH:3][c:4]([OH:8])[cH:5][n:6][cH:7]1.[C:9](=[O:10])([O-:11])[O-:12].[CH3:15][S:16]([Cl:17])(=[O:18])=[O:19].[CH3:20][C:21](=[O:22])[CH3:23].[K+:13].[K+:14]>>[Br:1][c:2]1[cH:3][c:4]([O:8][S:16]([CH3:15])(=[O:18])=[O:19])[cH:5][n:6][cH:7]1. Reactants: [OH-].[Na+] (sodium hydroxide), C(C)OC(COC1=C(C=C(C=C1)SC1=CC(=CC(=C1)OC1=NC=C(C=C1)C(F)(F)F)C#CC1=CC=CC=C1)C)=O ({2-Methyl-4-[3-phenylethynyl-5-(5-trifluoromethyl-pyridin-2-yloxy)phenylsulfanyl]-phenoxy}-acetic acid ethyl ester), C(CC(O)(C(=O)O)CC(=O)O)(=O)O (citric acid). The solvent is C(C)O (ethanol), C1CCOC1 (THF). Run at time 0.5 hour. The product is CC1=C(OCC(=O)O)C=CC(=C1)SC1=CC(=CC(=C1)OC1=NC=C(C=C1)C(F)(F)F)C#CC1=CC=CC=C1 ({2-Methyl-4-[3-phenylethynyl-5-(5-trifluoromethyl-pyridin-2-yloxy)phenylsulfanyl]-phenoxy}-acetic Acid). As a reaction SMILES: C([O:3][C:4](=[O:40])[CH2:5][O:6][C:7]1[CH:12]=[CH:11][C:10]([S:13][C:14]2[CH:19]=[C:18]([O:20][C:21]3[CH:26]=[CH:25][C:24]([C:27]([F:30])([F:29])[F:28])=[CH:23][N:22]=3)[CH:17]=[C:16]([C:31]#[C:32][C:33]3[CH:38]=[CH:37][CH:36]=[CH:35][CH:34]=3)[CH:15]=2)=[CH:9][C:8]=1[CH3:39])C.[OH-].[Na+].C(O)(=O)CC(CC(O)=O)(C(O)=O)O>C1COCC1.C(O)C>[CH3:39][C:8]1[CH:9]=[C:10]([S:13][C:14]2[CH:19]=[C:18]([O:20][C:21]3[CH:26]=[CH:25][C:24]([C:27]([F:30])([F:29])[F:28])=[CH:23][N:22]=3)[CH:17]=[C:16]([C:31]#[C:32][C:33]3[CH:34]=[CH:35][CH:36]=[CH:37][CH:38]=3)[CH:15]=2)[CH:11]=[CH:12][C:7]=1[O:6][CH2:5][C:4]([OH:40])=[O:3] |f:1.2|. Procedure: {2-Methyl-4-[3-phenylethynyl-5-(5-trifluoromethyl-pyridin-2-yloxy)phenylsulfanyl]-phenoxy}-acetic acid ethyl ester (150 mg; 0.266 mmol) was dissolved in THF (2 mL) and ethanol (4 mL), and aqueous 1 N sodium hydroxide (3 mL) was added. The reaction mixture was stirred for ½ h. acidified with 5% aqueous citric acid and extracted with ethyl acetate, dried and evaporated to dryness. Yield: 100 mg (75%). HPLC-MS: m/z: 535.7 (M)+; Rt: 2.78 min.